From a dataset of the Open Reaction Database (ORD), a public repository of structured organic reaction records. describe an organic reaction: reactants, conditions, products, and yield As a reaction SMILES: [F:1][C:2]1[CH:7]=[C:6]([F:8])[CH:5]=[CH:4][C:3]=1[C@@:9]1([CH2:13][N:14]2[CH:18]=[N:17][CH:16]=[N:15]2)[C@H:11]([CH3:12])[O:10]1.C([S:22][C@@H:23]1[CH2:28][O:27][C@@H:26](/[CH:29]=[CH:30]/[C:31]2[CH:36]=[CH:35][C:34]([C:37]([F:40])([F:39])[F:38])=[CH:33][CH:32]=2)[O:25][CH2:24]1)(=O)C>>[F:1][C:2]1[CH:7]=[C:6]([F:8])[CH:5]=[CH:4][C:3]=1[C@:9]([OH:10])([C@H:11]([S:22][C@@H:23]1[CH2:24][O:25][C@@H:26](/[CH:29]=[CH:30]/[C:31]2[CH:36]=[CH:35][C:34]([C:37]([F:40])([F:39])[F:38])=[CH:33][CH:32]=2)[O:27][CH2:28]1)[CH3:12])[CH2:13][N:14]1[CH:18]=[N:17][CH:16]=[N:15]1. The reactants are FC1=C(C=CC(=C1)F)[C@@]1(O[C@H]1C)CN1N=CN=C1 ((2R,3S)-2-(2,4-difluorophenyl)-3-methyl-2-[(1H-1,2,4-triazol-1-yl)methyl]oxirane), C(C)(=O)S[C@H]1CO[C@@H](OC1)\C=C\C1=CC=C(C=C1)C(F)(F)F (trans-5-(acetylthio)-2-[(E)-2-[4-(trifluoromethyl)phenyl]vinyl]-1,3-dioxane). Yields the product FC1=C(C=CC(=C1)F)[C@@](CN1N=CN=C1)([C@@H](C)S[C@H]1CO[C@@H](OC1)\C=C\C1=CC=C(C=C1)C(F)(F)F)O ((2R,3R)-2-(2,4-Difluorophenyl)-3-[[trans-2-[(E)-2-[4-(trifluoromethyl)phenyl]vinyl]-1,3-dioxan-5-yl]thio]-1-(1H-1,2,4-triazol-1-yl)-2-butanol). The yield is 70.0%. Procedure details: Reaction and treatment were carried out in the same manner as in Example 1 using (2R,3S)-2-(2,4-difluorophenyl)-3-methyl-2-[(1H-1,2,4-triazol-1-yl)methyl]oxirane and trans-5-(acetylthio)-2-[(E)-2-[4-(trifluoromethyl)phenyl]vinyl]-1,3-dioxane to obtain the desired compound having a melting point of 73 to 75° C. in a yield of 70%. Starting materials: BrC1=CC(=C(C=C1)C)[N+](=O)[O-] (4-bromo-2-nitrotoluene), [O-][Mn](=O)(=O)=O.[K+] (KMnO4), BrC1=CC(=C(C(=O)O)C=C1)[N+](=O)[O-] (4-Bromo-2-nitrobenzoic acid). The reagents and catalysts are O=[Mn]=O (MnO2). Run in O (water). The product is C(C1=CC=CC=C1)(=O)O (benzoic acid). Yield: 22.0%. As a reaction SMILES: Br[C:2]1[CH:10]=[CH:9][C:5]([C:6]([OH:8])=[O:7])=[C:4]([N+]([O-])=O)[CH:3]=1.BrC1C=CC(C)=C([N+]([O-])=O)C=1.[O-][Mn](=O)(=O)=O.[K+]>O=[Mn]=O.O>[C:6]([OH:8])(=[O:7])[C:5]1[CH:9]=[CH:10][CH:2]=[CH:3][CH:4]=1 |f:2.3|. Reported procedure: 4-Bromo-2-nitrobenzoic acid. A mixture of 4-bromo-2-nitrotoluene (5.0 g, 23 mmol), KMnO4 (10.9 g, 69 mmol), and water (250 mL) was heated at reflux overnight in a 1 L round-bottom flask fitted with a reflux condenser. The brown suspended MnO2 was removed by filtration through a pad of diatomaceous earth. The filter cake was washed with water. The basic filtrate was acidified to pH˜1 with concentrated HCl and extracted with EtOAc (3×300 mL). The combined organic layers were dried (MgSO4) and conc... The reactants are S(=O)(O)[O-].[Na+] (sodium hydrogensulfite), aqueous solution, OO (hydrogen peroxide), FC(C=1C=C(C=C(C1)C(F)(F)F)C(C(=O)N(C=1C(=CC(=NC1)N1CCC(CC1)OC(C)=S)C1=C(C=C(C=C1)F)C)C)(C)C)(F)F (thioacetic acid 5′-{[2-(3,5-bis-trifluoromethyl-phenyl)-2-methyl-propionyl]-methyl-amino}-4′-(4-fluoro-2-methyl-phenyl)-3,4,5,6-tetrahydro-2H-[1,2′]bipyridinyl-4-yl ester). The solvent is C(C)(=O)O (acetic acid). Reaction conditions: temperature 60 celsius, time 20 hour. Yields the product FC(C=1C=C(C=C(C1)C(F)(F)F)C(C(=O)N(C=1C(=CC(=NC1)N1CCC(CC1)S(=O)(=O)O)C1=C(C=C(C=C1)F)C)C)(C)C)(F)F (5′-{[2-(3,5-Bis-trifluoromethyl-phenyl)-2-methyl-propionyl]-methyl-amino}-4′-(4-fluoro-2-methyl-phenyl)-3,4,5,6-tetrahydro-2H-[1,2′]bipyridinyl-4-sulfonic Acid). The yield is 83.0%. RXN SMILES: [F:1][C:2]([F:45])([F:44])[C:3]1[CH:4]=[C:5]([C:13]([CH3:43])([CH3:42])[C:14]([N:16]([CH3:41])[C:17]2[C:18]([C:33]3[CH:38]=[CH:37][C:36]([F:39])=[CH:35][C:34]=3[CH3:40])=[CH:19][C:20]([N:23]3[CH2:28][CH2:27][CH:26](OC(=S)C)[CH2:25][CH2:24]3)=[N:21][CH:22]=2)=[O:15])[CH:6]=[C:7]([C:9]([F:12])([F:11])[F:10])[CH:8]=1.OO.[S:48]([O-:51])([OH:50])=[O:49].[Na+]>C(O)(=O)C>[F:11][C:9]([F:10])([F:12])[C:7]1[CH:6]=[C:5]([C:13]([CH3:42])([CH3:43])[C:14]([N:16]([CH3:41])[C:17]2[C:18]([C:33]3[CH:38]=[CH:37][C:36]([F:39])=[CH:35][C:34]=3[CH3:40])=[CH:19][C:20]([N:23]3[CH2:24][CH2:25][CH:26]([S:48]([OH:51])(=[O:50])=[O:49])[CH2:27][CH2:28]3)=[N:21][CH:22]=2)=[O:15])[CH:4]=[C:3]([C:2]([F:45])([F:1])[F:44])[CH:8]=1 |f:2.3|. Procedure: To a suspension of 0.16 g (0.24 mmol) thioacetic acid 5′-{[2-(3,5-bis-trifluoromethyl-phenyl)-2-methyl-propionyl]-methyl-amino}-4′-(4-fluoro-2-methyl-phenyl)-3,4,5,6-tetrahydro-2H-[1,2′]bipyridinyl-4-yl ester in 1 ml acetic acid were added 0.12 ml (1.2 mmol) of a 30% aqueous solution of hydrogen peroxide at room temperature. After heating to 60° C., a clear solution was obtained. Stirring was continued at this temperature for 20 h. After cooling to room temperature an aqueous solution of sodium ... The reactants are N#Cc1ccc(OCc2ccccc2)c2c1CCCC2, CCO. The product is N#Cc1ccc(O)c2c1CCCC2. RXN SMILES: [CH2:1]([c:2]1[cH:3][cH:4][cH:5][cH:6][cH:7]1)[O:8][c:9]1[cH:10][cH:11][c:12]([C:19]#[N:20])[c:13]2[c:18]1[CH2:17][CH2:16][CH2:15][CH2:14]2.[CH3:21][CH2:22][OH:23]>>[OH:8][c:9]1[cH:10][cH:11][c:12]([C:19]#[N:20])[c:13]2[c:18]1[CH2:17][CH2:16][CH2:15][CH2:14]2. Reactants: Cc1cc(Cl)ncc1[N+](=O)[O-], O, O=S(=O)(O)O. RXN SMILES: [Cl:1][c:2]1[n:3][cH:4][c:5]([N+:9](=[O:10])[O-:11])[c:6]([CH3:8])[cH:7]1.[OH2:12].[S:13]([OH:14])(=[O:15])(=[O:16])[OH:17]>>[Cl:1][c:2]1[n:3][cH:4][c:5]([N+:9](=[O:10])[O-:11])[c:6]([C:8](=[O:12])[OH:14])[cH:7]1. The product is O=C(O)c1cc(Cl)ncc1[N+](=O)[O-]. The reactants are FC=1C=C(C[C@@H]([C@@H](CNC2(CC2)C2=CC(=CC=C2)C#C)O)NC(OC(C)(C)C)=O)C=C(C1)F (t-butyl(1S,2R)-1-(3,5-difluorobenzyl)-3-{[1-(3-ethynylphenyl)cyclopropyl]amino}-2-hydroxypropylcarbamate), C(C)(=O)Cl (Acetyl chloride), C(=O)(C(F)(F)F)O (TFA), 3,5-difluorobenzyl, Cl (HCl). Solvent: CO (methanol), CO (methanol). Yields the product N[C@H]([C@@H](CNC1(CC1)C1=CC(=CC=C1)C#C)O)CC1=CC(=CC(=C1)F)F ((2R,3S)-3-amino-4-(3,5-difluorophenyl)-1-{[1-(3-ethynylphenyl)cyclopropyl]amino}butan-2-ol). RXN SMILES: C(Cl)(=O)C.Cl.C(O)(C(F)(F)F)=O.[F:13][C:14]1[CH:15]=[C:16]([CH:42]=[C:43]([F:45])[CH:44]=1)[CH2:17][C@H:18]([NH:34]C(=O)OC(C)(C)C)[C@H:19]([OH:33])[CH2:20][NH:21][C:22]1([C:25]2[CH:30]=[CH:29][CH:28]=[C:27]([C:31]#[CH:32])[CH:26]=2)[CH2:24][CH2:23]1>CO>[NH2:34][C@@H:18]([CH2:17][C:16]1[CH:42]=[C:43]([F:45])[CH:44]=[C:14]([F:13])[CH:15]=1)[C@H:19]([OH:33])[CH2:20][NH:21][C:22]1([C:25]2[CH:30]=[CH:29][CH:28]=[C:27]([C:31]#[CH:32])[CH:26]=2)[CH2:24][CH2:23]1. Procedure: Acetyl chloride (84 mL, 1.18 moles, 15 equivalents based on the protected 3,5-difluorobenzyl compound) is added slowly to stirred methanol (250 mL). (Alternatively, HCl or TFA may be utilized.) The mixture is stirred for at least 15 min at which time t-butyl(1S,2R)-1-(3,5-difluorobenzyl)-3-{[1-(3-ethynylphenyl)cyclopropyl]amino}-2-hydroxypropylcarbamate (WO02/02512, PREPARATION 1, 37.8 g, 0.08 moles, 1 equivalent) dissolved in methanol (100 mL) is added slowly. The mixture is then stirred at 20–... Starting materials: C(C=O)(=O)OCC (ethyl glyoxalate), CS(=O)(=O)C1=CC=C(C=C1)OC1=CC=C(C=C1)OC(F)(F)F (4-(4′-trifluoromethoxyphenyloxy)-phenyl methyl sulfone), 126B, 75B. Product: FC(OC1=CC=C(OC2=CC=C(C=C2)S(=O)(=O)/C=C/C(=O)OCC)C=C1)(F)F (ethyl (2E)-3-({4-[4-(trifluoromethoxy)phenoxy]phenyl}sulfonyl)-2-propenoate). As a reaction SMILES: [C:1]([O:5][CH2:6][CH3:7])(=[O:4])[CH:2]=O.[CH3:8][S:9]([C:12]1[CH:17]=[CH:16][C:15]([O:18][C:19]2[CH:24]=[CH:23][C:22]([O:25][C:26]([F:29])([F:28])[F:27])=[CH:21][CH:20]=2)=[CH:14][CH:13]=1)(=[O:11])=[O:10]>>[F:29][C:26]([F:27])([F:28])[O:25][C:22]1[CH:23]=[CH:24][C:19]([O:18][C:15]2[CH:14]=[CH:13][C:12]([S:9](/[CH:8]=[CH:2]/[C:1]([O:5][CH2:6][CH3:7])=[O:4])(=[O:11])=[O:10])=[CH:17][CH:16]=2)=[CH:20][CH:21]=1. Reported procedure: The title compound was prepared from ethyl glyoxalate and 4-(4′-trifluoromethoxyphenyloxy)-phenyl methyl sulfone following the procedures of Examples 126A, 126B and 75B. Starting materials: COC1=CC=C(C=C1)[C@H]1C[C@H](N(C[C@@H]1OCC=1C=CC2=C(N(CCO2)CCCOC)C1)S(=O)(=O)C1=CC=C(C=C1)C)CC(C(=O)O)(C)C (3-[(2S,4R,5R)-4-(4-methoxy-phenyl)-5-[4-(3-methoxy-propyl)-3,4-dihydro-2H-benzo[1,4]oxazin-6-ylmethoxy]-1-(toluene-4-sulfonyl)-piperidin-2-yl]-2,2-dimethyl-propionic acid), CN1CCC(CC1)N (1-methyl-piperidin-4-ylamine). Yields the product COC1=CC=C(C=C1)[C@H]1C[C@H](N(C[C@@H]1OCC=1C=CC2=C(N(CCO2)CCCOC)C1)S(=O)(=O)C1=CC=C(C=C1)C)CC(C(=O)NC1CCN(CC1)C)(C)C (3-[(2S,4R,5R)-4-(4-Methoxy-phenyl)-5-[4-(3-methoxy-propyl)-3,4-dihydro-2H-benzo[1,4]oxazin-6-ylmethoxy]-1-(toluene-4-sulfonyl)-piperidin-2-yl]-2,2-dimethyl-N-(1-methyl-piperidin-4-yl)-propionamide). RXN SMILES: [CH3:1][O:2][C:3]1[CH:8]=[CH:7][C:6]([C@@H:9]2[C@@H:14]([O:15][CH2:16][C:17]3[CH:18]=[CH:19][C:20]4[O:25][CH2:24][CH2:23][N:22]([CH2:26][CH2:27][CH2:28][O:29][CH3:30])[C:21]=4[CH:31]=3)[CH2:13][N:12]([S:32]([C:35]3[CH:40]=[CH:39][C:38]([CH3:41])=[CH:37][CH:36]=3)(=[O:34])=[O:33])[C@H:11]([CH2:42][C:43]([CH3:48])([CH3:47])[C:44](O)=[O:45])[CH2:10]2)=[CH:5][CH:4]=1.[CH3:49][N:50]1[CH2:55][CH2:54][CH:53]([NH2:56])[CH2:52][CH2:51]1>>[CH3:1][O:2][C:3]1[CH:4]=[CH:5][C:6]([C@@H:9]2[C@@H:14]([O:15][CH2:16][C:17]3[CH:18]=[CH:19][C:20]4[O:25][CH2:24][CH2:23][N:22]([CH2:26][CH2:27][CH2:28][O:29][CH3:30])[C:21]=4[CH:31]=3)[CH2:13][N:12]([S:32]([C:35]3[CH:40]=[CH:39][C:38]([CH3:41])=[CH:37][CH:36]=3)(=[O:33])=[O:34])[C@H:11]([CH2:42][C:43]([CH3:47])([CH3:48])[C:44]([NH:56][CH:53]3[CH2:54][CH2:55][N:50]([CH3:49])[CH2:51][CH2:52]3)=[O:45])[CH2:10]2)=[CH:7][CH:8]=1. Procedure details: According to general procedure D, 196 mg of 3-[(2S,4R,5R)-4-(4-methoxy-phenyl)-5-[4-(3-methoxy-propyl)-3,4-dihydro-2H-benzo[1,4]oxazin-6-ylmethoxy]-1-(toluene-4-sulfonyl)-piperidin-2-yl]-2,2-dimethyl-propionic acid (from example 65b) and 37 mg of 1-methyl-piperidin-4-ylamine are used to afford the title compound as a colourless oil. Rf=0.24 (dichloromethane-methanol 10:1); Rt=4.47. Reactants: C[C@@]12C3=C(C[C@@H](N(CC1)C(C(F)(F)F)=O)[C@H]2C)C=CC(=C3)OS(=O)(=O)C(F)(F)F (trifluoromethanesulfonic acid (2R,6R,11S)-6,11-dimethyl-3-(2,2,2-trifluoro-acetyl)-1,2,3,4,5,6-hexahydro-2,6-methano-benzo[d]azocin-8-yl ester), CN(C=O)C (dimethylformamide), O (water), CC1(NC(CCC1)(C)C)C (2,2,6,6-Tetramethylpiperidine), C1(=CC=CC=C1)P(CCCP(C1=CC=CC=C1)C1=CC=CC=C1)C1=CC=CC=C1 (1,3-bis(diphenylphosphino)propane). Reagents/catalysts: CC(=O)[O-].CC(=O)[O-].[Pd+2] (Pd(OAc)2). The solvent is CO (methanol). Conditions: temperature 70 celsius, time 17 hour. Yields the product COC(=O)C1=CC2=C(C[C@H]3N(CC[C@@]2([C@@H]3C)C)C(C(F)(F)F)=O)C=C1 ((2R,6R,11S)-6,11-Dimethyl-3-(2,2,2-trifluoro-acetyl)-1,2,3,4,5,6-hexahydro-2,6-methano-benzo[d]azocine-8-carboxylic acid methyl ester). As a reaction SMILES: C[C:2]1([CH3:10])CCCC(C)(C)N1.C1(P(C2C=CC=CC=2)CCCP(C2C=CC=CC=2)C2C=CC=CC=2)C=CC=CC=1.[CH3:40][C@:41]12[C@H:55]([CH3:56])[C@H:45]([N:46]([C:49](=[O:54])[C:50]([F:53])([F:52])[F:51])[CH2:47][CH2:48]1)[CH2:44][C:43]1[CH:57]=[CH:58]C(OS(C(F)(F)F)(=O)=O)=[CH:60][C:42]2=1.CN(C)[CH:71]=[O:72].[OH2:74]>CC([O-])=O.CC([O-])=O.[Pd+2].CO>[CH3:71][O:72][C:2]([C:10]1[CH:58]=[CH:57][C:43]2[CH2:44][C@@H:45]3[C@@H:55]([CH3:56])[C@:41]([CH3:40])([C:42]=2[CH:60]=1)[CH2:48][CH2:47][N:46]3[C:49](=[O:54])[C:50]([F:53])([F:52])[F:51])=[O:74] |f:5.6.7|. Reported procedure: 2,2,6,6-Tetramethylpiperidine (5.4 mL), 1,3-bis(diphenylphosphino)propane (1.30 g), and Pd(OAc)2 (0.78 g) are added in turn to a flask charged with trifluoromethanesulfonic acid (2R,6R,11S)-6,11-dimethyl-3-(2,2,2-trifluoro-acetyl)-1,2,3,4,5,6-hexahydro-2,6-methano-benzo[d]azocin-8-yl ester (7.0 g), dimethylformamide (30 mL), and methanol (30 mL) in argon atmosphere. The reaction flask is put under CO pressure (7 bar) and shaken at 70° C. for 17 h. After cooling to ambient temperature, water is a... Reactants: CS, CN(C)C=O, Cc1nc(Cl)c2c(n1)CN=C(c1ccccc1)c1cc(Cl)ccc1-2, [H-], [Na+], O. Yields the product CSc1nc(C)nc2c1-c1ccc(Cl)cc1C(c1ccccc1)=NC2. As a reaction SMILES: [CH3:27][SH:28].[CH3:29][N:30]([CH3:31])[CH:32]=[O:33].[Cl:1][c:2]1[n:3][c:4]([CH3:24])[n:5][c:6]2[c:12]1-[c:11]1[c:10]([cH:16][c:15]([Cl:17])[cH:14][cH:13]1)[C:9]([c:18]1[cH:19][cH:20][cH:21][cH:22][cH:23]1)=[N:8][CH2:7]2.[H-:25].[Na+:26].[OH2:34]>>[c:2]1([S:28][CH3:27])[n:3][c:4]([CH3:24])[n:5][c:6]2[c:12]1-[c:11]1[c:10]([cH:16][c:15]([Cl:17])[cH:14][cH:13]1)[C:9]([c:18]1[cH:19][cH:20][cH:21][cH:22][cH:23]1)=[N:8][CH2:7]2.